From a dataset of the Open Reaction Database (ORD), a public repository of structured organic reaction records. describe an organic reaction: reactants, conditions, products, and yield The reactants are NC1=CC=C(C(=O)OCC)C=C1 (ethyl p-aminobenzoate), CS(=O)(=O)OCCCCCCCCCCCOC1=CC=CC=C1 (11-phenoxy-1-undecanol O-methanesulfonate), CN(P(=O)(N(C)C)N(C)C)C (hexamethylphosphoramide). Run in C(C)O (ethanol), O (water). Yields the product O(C1=CC=CC=C1)CCCCCCCCCCCNC1=CC=C(C(=O)OCC)C=C1 (Ethyl p-[(11-phenoxyundecyl)amino]benzoate). RXN SMILES: [NH2:1][C:2]1[CH:12]=[CH:11][C:5]([C:6]([O:8][CH2:9][CH3:10])=[O:7])=[CH:4][CH:3]=1.CS(O[CH2:18][CH2:19][CH2:20][CH2:21][CH2:22][CH2:23][CH2:24][CH2:25][CH2:26][CH2:27][CH2:28][O:29][C:30]1[CH:35]=[CH:34][CH:33]=[CH:32][CH:31]=1)(=O)=O.CN(C)P(N(C)C)(N(C)C)=O>C(O)C.O>[O:29]([CH2:28][CH2:27][CH2:26][CH2:25][CH2:24][CH2:23][CH2:22][CH2:21][CH2:20][CH2:19][CH2:18][NH:1][C:2]1[CH:3]=[CH:4][C:5]([C:6]([O:8][CH2:9][CH3:10])=[O:7])=[CH:11][CH:12]=1)[C:30]1[CH:35]=[CH:34][CH:33]=[CH:32][CH:31]=1. Procedure details: A mixture of 16.5 g of ethyl p-aminobenzoate, 10.3 g of 11-phenoxy-1-undecanol O-methanesulfonate and 50 ml of hexamethylphosphoramide is heated at 100°-110° C. for 20 hours, chilled, and diluted with 30 ml of ethanol and 10 ml of water. Chilling and filtering gives a solid which is washed with ethanol-water (1:1) and with water to give yellow crystals, mp 83°-87° C. Recrystallization from ethanol gives yellow needles, mp 89°-90° C. Starting materials: ClCCC1N(C(CC1)C1=CC=C(C=C1)F)S(=O)(=O)C1=CC=C(C=C1)C ((2RS,5RS)-2-(2-chloro-ethyl)-5-(4-fluoro-phenyl)-1-(toluene-4-sulfonyl)-pyrrolidine), CC=1N=CNC1 (4-methyl-1H-imidazole). Yields the product FC1=CC=C(C=C1)C1CCC(N1S(=O)(=O)C1=CC=C(C=C1)C)CCN1C=NC(=C1)C ((2RS,5SR)-1-{2-[5-(4-Fluoro-phenyl)-1-(toluene-4-sulfonyl)-pyrrolidin-2-yl]-ethyl}-4-methyl-1H-imidazole). As a reaction SMILES: Cl[CH2:2][CH2:3][CH:4]1[CH2:8][CH2:7][CH:6]([C:9]2[CH:14]=[CH:13][C:12]([F:15])=[CH:11][CH:10]=2)[N:5]1[S:16]([C:19]1[CH:24]=[CH:23][C:22]([CH3:25])=[CH:21][CH:20]=1)(=[O:18])=[O:17].[CH3:26][C:27]1[N:28]=[CH:29][NH:30][CH:31]=1>>[F:15][C:12]1[CH:13]=[CH:14][C:9]([CH:6]2[N:5]([S:16]([C:19]3[CH:24]=[CH:23][C:22]([CH3:25])=[CH:21][CH:20]=3)(=[O:18])=[O:17])[CH:4]([CH2:3][CH2:2][N:30]3[CH:31]=[C:27]([CH3:26])[N:28]=[CH:29]3)[CH2:8][CH2:7]2)=[CH:10][CH:11]=1. Reported procedure: The title compound, light yellow oil, MS: m/e=428.5 (M+H+), was prepared in accordance with the general method of example 82b from (2RS,5RS)-2-(2-chloro-ethyl)-5-(4-fluoro-phenyl)-1-(toluene-4-sulfonyl)-pyrrolidine and 4-methyl-1H-imidazole. The reactants are N#CC(O)c1ccc(F)c(Oc2ccccc2)c1, ClCCl, CC(C)(C)OC(=O)C=CC1C(C(=O)O)C1(C)C, CN(C)c1ccncc1, C(=NC1CCCCC1)=NC1CCCCC1. The product is CC(C)(C)OC(=O)C=CC1C(C(=O)OC(C#N)c2ccc(F)c(Oc3ccccc3)c2)C1(C)C. Reaction SMILES: [C:1](#[N:2])[CH:3]([c:4]1[cH:5][c:6]([O:11][c:12]2[cH:13][cH:14][cH:15][cH:16][cH:17]2)[c:7]([F:10])[cH:8][cH:9]1)[OH:18].[CH2:60]([Cl:61])[Cl:62].[CH3:19][C:20]1([CH3:35])[CH:21]([C:32](=[O:33])[OH:34])[CH:22]1[CH:23]=[CH:24][C:25]([O:26][C:27]([CH3:28])([CH3:29])[CH3:30])=[O:31].[CH3:51][N:52]([CH3:53])[c:54]1[cH:55][cH:56][n:57][cH:58][cH:59]1.[CH:36]1([N:37]=[C:38]=[N:39][CH:40]2[CH2:41][CH2:42][CH2:43][CH2:44][CH2:45]2)[CH2:46][CH2:47][CH2:48][CH2:49][CH2:50]1>>[C:1](#[N:2])[CH:3]([c:4]1[cH:5][c:6]([O:11][c:12]2[cH:13][cH:14][cH:15][cH:16][cH:17]2)[c:7]([F:10])[cH:8][cH:9]1)[O:18][C:32]([CH:21]1[C:20]([CH3:19])([CH3:35])[CH:22]1[CH:23]=[CH:24][C:25]([O:26][C:27]([CH3:28])([CH3:29])[CH3:30])=[O:31])=[O:33]. The reactants are [Cl-].[NH4+] (ammonium chloride), C1=CC=C(C(=C1)C(=O)O)Cl (OCBA). Reaction conditions: temperature 225 celsius. Yields the product C1=CC=C(C(=C1)C#N)Cl (OCBN). The yield is 880.8%. As a reaction SMILES: [Cl-].[NH4+:2].[CH:3]1[CH:8]=[C:7]([C:9](O)=O)[C:6]([Cl:12])=[CH:5][CH:4]=1>>[CH:3]1[CH:8]=[C:7]([C:9]#[N:2])[C:6]([Cl:12])=[CH:5][CH:4]=1 |f:0.1|. Reported procedure: OCBTC (230 g, 1.0 mol), ammonium chloride (59 g, 1.10 eq), and OCBA (15.7 g) were added to a 500 mL reactor equipped with thermocouple, overhead stirrer, and reflux condenser. The reaction mixture was stirred, heated upto 225° C., and maintained at that temperature while the reaction was periodically followed by gas chromatography (GC). After a reaction time of about 8 h, OCBN (121.5 g, 88.4%) was obtained by distillation (melting point: 45°-46° C.). Reactants: C=O (paraformaldehyde), ClC=1C=CC(=C(C1)NC(=O)C=1N=CNC1C(=O)NC1=NC2=C(N1)C=C(C=C2)N2CCNCC2)C (N4-(5-chloro-2-methylphenyl)-N5-(6-(piperazin-1-yl)-1H-benzo[d]imidazol-2-yl)-1H-imidazole-4,5-dicarboxamide), [Na] (sodium). Solvent: CN(C)C=O (DMF). Run at time 8 hour. The product is ClC=1C=CC(=C(C1)NC(=O)C=1N=CNC1C(=O)NC1=NC2=C(N1)C=CC(=C2)N2CCN(CC2)C)C (N4-(5-chloro-2-methylphenyl)-N5-[5-(4-methylpiperazin-1-yl)-1H-benzimidazol-2-yl]-1H-imidazole-4,5-dicarboxamide). As a reaction SMILES: [CH2:1]=O.[Cl:3][C:4]1[CH:5]=[CH:6][C:7]([CH3:36])=[C:8]([NH:10][C:11]([C:13]2[N:14]=[CH:15][NH:16][C:17]=2[C:18]([NH:20][C:21]2[NH:25][C:24]3[CH:26]=[C:27]([N:30]4[CH2:35][CH2:34][NH:33][CH2:32][CH2:31]4)[CH:28]=[CH:29][C:23]=3[N:22]=2)=[O:19])=[O:12])[CH:9]=1.[Na]>CN(C=O)C>[Cl:3][C:4]1[CH:5]=[CH:6][C:7]([CH3:36])=[C:8]([NH:10][C:11]([C:13]2[N:14]=[CH:15][NH:16][C:17]=2[C:18]([NH:20][C:21]2[NH:22][C:23]3[CH:29]=[CH:28][C:27]([N:30]4[CH2:31][CH2:32][N:33]([CH3:1])[CH2:34][CH2:35]4)=[CH:26][C:24]=3[N:25]=2)=[O:19])=[O:12])[CH:9]=1 |^1:36|. Procedure details: A round-bottom flask was charged with paraformaldehyde (2.0 mmol) and N4-(5-chloro-2-methylphenyl)-N5-(6-(piperazin-1-yl)-1H-benzo[d]imidazol-2-yl)-1H-imidazole-4,5-dicarboxamide (0.2 mmol), anhydrous DMF (5 mL) and sodium triacetoxybrohydride (1.0 mmol). The reaction mixture was stirred at room temperature overnight. The solution was concentrated under reduced pressure and purified by preparative scale —HPLC (aqueous ammonium acetate/acetonitrile) to give N4-(5-chloro-2-methylphenyl)-N5-[5-(4-m... Reactants: CC=1C=C(C=NC1OCC(F)(F)F)CO ((5-methyl-6-(2,2,2-trifluoroethoxy)pyridin-3-yl)methanol), S(=O)(Cl)Cl (thionyl chloride). The solvent is C(Cl)Cl (DCM). Run at time 1 hour. The product is ClCC=1C=C(C(=NC1)OCC(F)(F)F)C (5-(chloromethyl)-3-methyl-2-(2,2,2-trifluoroethoxy)pyridine). Yield: 98.4%. As a reaction SMILES: [CH3:1][C:2]1[CH:3]=[C:4]([CH2:14]O)[CH:5]=[N:6][C:7]=1[O:8][CH2:9][C:10]([F:13])([F:12])[F:11].S(Cl)([Cl:18])=O>C(Cl)Cl>[Cl:18][CH2:14][C:4]1[CH:3]=[C:2]([CH3:1])[C:7]([O:8][CH2:9][C:10]([F:13])([F:12])[F:11])=[N:6][CH:5]=1. Procedure details: A mixture of (5-methyl-6-(2,2,2-trifluoroethoxy)pyridin-3-yl)methanol (0.70 g, 3.18 mmol, Step-2), and thionyl chloride (0.46 mL, 6.36 mmol) in DCM (10 mL) is stirred at rt for 1 hour. The organic solvent is concentrated under reduced pressure and the residue is dried to give 0.75 g (>99% yield) of the title compound as white solid. This material is used for the next reaction (Step-4) without further purification.